Dataset: the Open Reaction Database (ORD), a public repository of structured organic reaction records. Task: describe an organic reaction: reactants, conditions, products, and yield The reactants are C=O, C1COCCO1, [Na+], [Na+], O=C([O-])[O-], O, O=C(O)c1c[nH]c(-c2ccccc2)n1. Product: OCc1c[nH]c(-c2ccccc2)n1. RXN SMILES: [CH2:22]=[O:23].[CH2:24]1[O:25][CH2:26][CH2:27][O:28][CH2:29]1.[Na+:15].[Na+:16].[O-:17][C:18](=[O:19])[O-:20].[OH2:21].[c:1]1(-[c:7]2[nH:8][cH:9][c:10]([C:12](=[O:13])[OH:14])[n:11]2)[cH:2][cH:3][cH:4][cH:5][cH:6]1>>[c:1]1(-[c:7]2[nH:8][cH:9][c:10]([CH2:12][OH:13])[n:11]2)[cH:2][cH:3][cH:4][cH:5][cH:6]1. As a reaction SMILES: NC[C@@H]1[C@H](C)CCCN1C(C1C=C(C)C=CC=1C1C=NN(C)C=1)=O.[C:25]1([C:35]([N:37]2[CH2:42][CH2:41][CH2:40][C@@H:39]([CH3:43])[C@H:38]2[CH2:44][N:45]2C(=O)C3C(=CC=CC=3)C2=O)=[O:36])[C:34]2[C:29](=[CH:30][CH:31]=[CH:32][CH:33]=2)[CH:28]=[CH:27][N:26]=1>>[NH2:45][CH2:44][C@@H:38]1[C@H:39]([CH3:43])[CH2:40][CH2:41][CH2:42][N:37]1[C:35]([C:25]1[C:34]2[C:29](=[CH:30][CH:31]=[CH:32][CH:33]=2)[CH:28]=[CH:27][N:26]=1)=[O:36]. The product is NC[C@H]1N(CCC[C@H]1C)C(=O)C1=NC=CC2=CC=CC=C12 (((2S,3R)-2-(Aminomethyl)-3-methylpiperidin-1-yl)(isoquinolin-1-yl)methanone). Procedure details: The title compound was synthesized following the same general protocol as described for ((2S,3R)-2-(aminomethyl)-3-methylpiperidin-1-yl)(5-methyl-2-(1-methyl-1H-pyrazol-4-yl)phenyl)methanone in Example A1, using 2-(((2S,3R)-1-(isoquinoline-1-carbonyl)-3-methylpiperidin-2-yl)methyl)isoindoline-1,3-dione. ESI-MS (m/z): 284 [M+1]+. Reactants: NC[C@H]1N(CCC[C@H]1C)C(=O)C1=C(C=CC(=C1)C)C=1C=NN(C1)C (((2S,3R)-2-(aminomethyl)-3-methylpiperidin-1-yl)(5-methyl-2-(1-methyl-1H-pyrazol-4-yl)phenyl)methanone), C1(=NC=CC2=CC=CC=C12)C(=O)N1[C@@H]([C@@H](CCC1)C)CN1C(C2=CC=CC=C2C1=O)=O (2-(((2S,3R)-1-(isoquinoline-1-carbonyl)-3-methylpiperidin-2-yl)methyl)isoindoline-1,3-dione).